From a dataset of the Open Reaction Database (ORD), a public repository of structured organic reaction records. describe an organic reaction: reactants, conditions, products, and yield Starting materials: CS(=O)(=O)c1ccc(CBr)c(C(F)(F)F)c1, COC(=O)Cc1c(C)[nH]c2ccccc12, CCOC(C)=O, [H-], [I-], [Na+], [Na+], CN(C)C=O, O. Yields the product COC(=O)Cc1c(C)n(Cc2ccc(S(C)(=O)=O)cc2C(F)(F)F)c2ccccc12. Reaction SMILES: [Br:20][CH2:21][c:22]1[c:23]([C:32]([F:33])([F:34])[F:35])[cH:24][c:25]([S:28](=[O:29])(=[O:30])[CH3:31])[cH:26][cH:27]1.[CH3:1][O:2][C:3]([CH2:4][c:5]1[c:6]([CH3:14])[nH:7][c:8]2[cH:9][cH:10][cH:11][cH:12][c:13]12)=[O:15].[CH3:41][CH2:42][O:43][C:44]([CH3:45])=[O:46].[H-:17].[I-:18].[Na+:16].[Na+:19].[O:36]=[CH:37][N:38]([CH3:39])[CH3:40].[OH2:47]>>[CH3:1][O:2][C:3]([CH2:4][c:5]1[c:6]([CH3:14])[n:7]([CH2:21][c:22]2[c:23]([C:32]([F:33])([F:34])[F:35])[cH:24][c:25]([S:28](=[O:29])(=[O:30])[CH3:31])[cH:26][cH:27]2)[c:8]2[cH:9][cH:10][cH:11][cH:12][c:13]12)=[O:15]. Reactants: OC1=C(C=CC(=C1)OC)C(=O)C1=CC=CC=C1 ((2-hydroxy-4-methoxyphenyl)(phenyl) methanone), BrCCCCl (1-bromo-3-chloropropane), N(CCO)CCO (diethanolamine), [I-].[Na+] (sodium iodide), C([O-])([O-])=O.[K+].[K+] (potassium carbonate). Solvent: CC(CC(C)=O)C (4-methyl-2-pentanone), O (water). Run at temperature 120 celsius. Yields the product OCCN(CCCOC1=C(C=CC(=C1)OC)C(=O)C1=CC=CC=C1)CCO ((2-{3-[bis(2-hydroxyethyl)amino]propoxy}-4-methoxyphenyl)(phenyl)methanone). Yield: 55.0%. Reaction SMILES: [OH:1][C:2]1[CH:7]=[C:6]([O:8][CH3:9])[CH:5]=[CH:4][C:3]=1[C:10]([C:12]1[CH:17]=[CH:16][CH:15]=[CH:14][CH:13]=1)=[O:11].Br[CH2:19][CH2:20][CH2:21]Cl.C(=O)([O-])[O-].[K+].[K+].[NH:29]([CH2:33][CH2:34][OH:35])[CH2:30][CH2:31][OH:32].[I-].[Na+]>O.CC(C)CC(=O)C>[OH:32][CH2:31][CH2:30][N:29]([CH2:33][CH2:34][OH:35])[CH2:19][CH2:20][CH2:21][O:1][C:2]1[CH:7]=[C:6]([O:8][CH3:9])[CH:5]=[CH:4][C:3]=1[C:10]([C:12]1[CH:13]=[CH:14][CH:15]=[CH:16][CH:17]=1)=[O:11] |f:2.3.4,6.7|. Procedure: A 500 mL three-neck flask was charged with (2-hydroxy-4-methoxyphenyl)(phenyl) methanone (100.0 g; 0.4381 mol), 1-bromo-3-chloropropane (82.78 g; 0.5258 mol) and 4-methyl-2-pentanone (250 mL). Anhydrous potassium carbonate (66.61 g; 0.4819 mol) was added and the reaction mixture was stirred at reflux (120° C.) for 10 h. The reaction mixture was filtered hot and the inorganic solids were washed with 4-methyl-2-pentanone (2×100 mL). The filtrate was charged into a mixture of neat diethanolamine (1... The reactants are [F-].[K+] (Potassium fluoride), N[C@@H](C)C1=NC2=CC=CC(=C2C(N1C=1C=NC=CC1)=O)Cl ((S)-2-(1-aminoethyl)-5-chloro-3-(pyridin-3-yl)quinazolin-4(3H)-one), NC1=NC(=C(C(=N1)N)C#N)Cl (Cl), C(C)(C)N(CC)C(C)C (diisopropylethylamine), resultant mixture. Solvent: CS(=O)C (DMSO). Product: NC1=NC(=C(C(=N1)N)C#N)N[C@@H](CC)C1=NC2=CC=CC(=C2C(N1C=1C=NC=CC1)=O)Cl ((S)-2,4-diamino-6-(1-(5-chloro-4-oxo-3-(pyridin-3-yl)-3,4-dihydroquinazolin-2-yl)propylamino)pyrimidine-5-carbonitrile), NC1=NC(=C(C(=N1)N)C#N)N[C@@H](C)C1=NC2=CC=CC(=C2C(N1C=1C=NC=CC1)=O)Cl ((S)-2,4-diamino-6-((1-(5-chloro-4-oxo-3-(pyridin-3-yl)-3,4-dihydroquinazolin-2-yl)ethyl)amino)pyrimidine-5-carbonitrile). Isolated yield 166.0%. RXN SMILES: [F-].[K+].[NH2:3][C@H:4]([C:6]1[N:15]([C:16]2[CH:17]=[N:18][CH:19]=[CH:20][CH:21]=2)[C:14](=[O:22])[C:13]2[C:8](=[CH:9][CH:10]=[CH:11][C:12]=2[Cl:23])[N:7]=1)[CH3:5].[NH2:24][C:25]1[N:30]=[C:29]([NH2:31])[C:28]([C:32]#[N:33])=[C:27](Cl)[N:26]=1.[CH:35](N(C(C)C)CC)(C)C>CS(C)=O>[NH2:24][C:25]1[N:30]=[C:29]([NH2:31])[C:28]([C:32]#[N:33])=[C:27]([NH:3][C@H:4]([C:6]2[N:15]([C:16]3[CH:17]=[N:18][CH:19]=[CH:20][CH:21]=3)[C:14](=[O:22])[C:13]3[C:8](=[CH:9][CH:10]=[CH:11][C:12]=3[Cl:23])[N:7]=2)[CH2:5][CH3:35])[N:26]=1.[NH2:24][C:25]1[N:30]=[C:29]([NH2:31])[C:28]([C:32]#[N:33])=[C:27]([NH:3][C@H:4]([C:6]2[N:15]([C:16]3[CH:17]=[N:18][CH:19]=[CH:20][CH:21]=3)[C:14](=[O:22])[C:13]3[C:8](=[CH:9][CH:10]=[CH:11][C:12]=3[Cl:23])[N:7]=2)[CH3:5])[N:26]=1 |f:0.1|. Procedure details: Potassium fluoride (138 mg, 2.38 mmol) was added to a solution of (S)-2-(1-aminoethyl)-5-chloro-3-(pyridin-3-yl)quinazolin-4(3H)-one (400 mg, 1.33 mmol) and 2,4-diamino-6-chloropyrimidine-5-carbonitrile (237 mg, 1.4 mmol) in diisopropylethylamine (1.0 mL, 6.0 mmol) and DMSO (3 mL). The resultant mixture was heated to 90° C. for 14 hours. Then it was cooled to room temperature, filtered, and purified by HPLC eluting with 5%-95% water/acetonitrile (0.1% v/v trifluoroacetic acid). The appropriate f... Reactants: Cc1nc(Br)n2c1c(C)nc1ccc(F)cc12, OB(O)c1ccccc1C(F)(F)F, [K+], [K+], O=C([O-])[O-], c1ccc(P(c2ccccc2)(c2ccccc2)[Pd](P(c2ccccc2)(c2ccccc2)c2ccccc2)(P(c2ccccc2)(c2ccccc2)c2ccccc2)P(c2ccccc2)(c2ccccc2)c2ccccc2)cc1. Yields the product Cc1nc(-c2ccccc2C(F)(F)F)n2c1c(C)nc1ccc(F)cc12. Reaction SMILES: [Br:1][c:2]1[n:3][c:4]([CH3:17])[c:5]2[n:6]1[c:7]1[cH:8][c:9]([F:16])[cH:10][cH:11][c:12]1[n:13][c:14]2[CH3:15].[F:18][C:19]([c:20]1[c:21]([B:26]([OH:27])[OH:28])[cH:22][cH:23][cH:24][cH:25]1)([F:29])[F:30].[K+:31].[K+:32].[O-:33][C:34]([O-:35])=[O:36].[cH:37]1[cH:38][cH:39][c:40]([P:41]([Pd:42]([P:43]([c:44]2[cH:45][cH:46][cH:47][cH:48][cH:49]2)([c:50]2[cH:51][cH:52][cH:53][cH:54][cH:55]2)[c:56]2[cH:57][cH:58][cH:59][cH:60][cH:61]2)([P:62]([c:63]2[cH:64][cH:65][cH:66][cH:67][cH:68]2)([c:69]2[cH:70][cH:71][cH:72][cH:73][cH:74]2)[c:75]2[cH:76][cH:77][cH:78][cH:79][cH:80]2)[P:81]([c:82]2[cH:83][cH:84][cH:85][cH:86][cH:87]2)([c:88]2[cH:89][cH:90][cH:91][cH:92][cH:93]2)[c:94]2[cH:95][cH:96][cH:97][cH:98][cH:99]2)([c:100]2[cH:101][cH:102][cH:103][cH:104][cH:105]2)[c:106]2[cH:107][cH:108][cH:109][cH:110][cH:111]2)[cH:112][cH:113]1>>[c:2]1(-[c:21]2[c:20]([C:19]([F:18])([F:29])[F:30])[cH:25][cH:24][cH:23][cH:22]2)[n:3][c:4]([CH3:17])[c:5]2[n:6]1[c:7]1[cH:8][c:9]([F:16])[cH:10][cH:11][c:12]1[n:13][c:14]2[CH3:15]. The reactants are ClC1=C(C=CC=C1)N1N=C(C=C1C1=CC=C(S1)S(=O)(=O)O)C(F)(F)F (5-(1-(2-Chlorophenyl)-3-(trifluoromethyl)-1H-pyrazol-5-yl)thiophene-2-sulfonic acid), C1=CC=CC=C1 (benzene), S(=O)(Cl)Cl (thionyl chloride). Solvent: CN(C=O)C (dimethylformamide). The product is ClC1=C(C=CC=C1)N1N=C(C=C1C1=CC=C(S1)S(=O)(=O)Cl)C(F)(F)F (5-(1-(2-chlorophenyl)-3-(trifluoromethyl)-1H-pyrazol-5-yl)thiophene-2-sulfonyl chloride). Reaction SMILES: [Cl:1][C:2]1[CH:7]=[CH:6][CH:5]=[CH:4][C:3]=1[N:8]1[C:12]([C:13]2[S:17][C:16]([S:18](O)(=[O:20])=[O:19])=[CH:15][CH:14]=2)=[CH:11][C:10]([C:22]([F:25])([F:24])[F:23])=[N:9]1.C1C=CC=CC=1.S(Cl)([Cl:34])=O>CN(C)C=O>[Cl:1][C:2]1[CH:7]=[CH:6][CH:5]=[CH:4][C:3]=1[N:8]1[C:12]([C:13]2[S:17][C:16]([S:18]([Cl:34])(=[O:20])=[O:19])=[CH:15][CH:14]=2)=[CH:11][C:10]([C:22]([F:25])([F:24])[F:23])=[N:9]1. Procedure details: 5-(1-(2-Chlorophenyl)-3-(trifluoromethyl)-1H-pyrazol-5-yl)thiophene-2-sulfonic acid (˜3.2 mmol from previous step) was combined with benzene (5.0 mL) in a reaction vial. This mixture was treated with thionyl chloride (5.0 mL, 69 mmol) and a catalytic amount of dimethylformamide (0.1 mL). The reaction was then heated to reflux in an oil bath. After refluxing for 1 hour the reaction mixture was concentrated under reduced pressure to afford a yellow oil that partially solidified under reduced press... Starting materials: [Ba+2], C1CCOC1, [OH-], [OH-], O, CCOC(=O)C(C)C(NCc1ccccc1)C(C(=O)OCC)C(C)O. The product is CCOC(=O)C(C(C)O)C(NCc1ccccc1)C(C)C(=O)O. RXN SMILES: [Ba+2:27].[O:30]1[CH2:31][CH2:32][CH2:33][CH2:34]1.[OH-:26].[OH-:28].[OH2:29].[OH:1][CH:2]([CH3:3])[CH:4]([C:5](=[O:6])[O:7][CH2:8][CH3:9])[CH:10]([CH:11]([C:12](=[O:13])[O:14][CH2:15][CH3:16])[CH3:17])[NH:18][CH2:19][c:20]1[cH:21][cH:22][cH:23][cH:24][cH:25]1>>[OH:1][CH:2]([CH3:3])[CH:4]([C:5](=[O:6])[O:7][CH2:8][CH3:9])[CH:10]([CH:11]([C:12](=[O:13])[OH:14])[CH3:17])[NH:18][CH2:19][c:20]1[cH:21][cH:22][cH:23][cH:24][cH:25]1.